Dataset: the Open Reaction Database (ORD), a public repository of structured organic reaction records. Task: describe an organic reaction: reactants, conditions, products, and yield The reactants are CC=1OCCN1 (2-methyloxazoline), C(C=C(C)C)Br (prenyl bromide), CC[O-].[Na+] (sodium ethylate solution). Run in CCCCCC (n-hexane), C(C)O (ethanol). Run at temperature 40 celsius, time 1 hour. The product is C(C)OC1(OCCN1CC=C(C)C)C (2-ethoxy-2-methyl-3-(3-methyl-2-butenyl)-oxazolidine). The yield is 62.0%. RXN SMILES: [CH3:1][C:2]1[O:3][CH2:4][CH2:5][N:6]=1.[CH2:7](Br)[CH:8]=[C:9]([CH3:11])[CH3:10].[CH3:13][CH2:14][O-:15].[Na+]>CCCCCC.C(O)C>[CH2:14]([O:15][C:2]1([CH3:1])[N:6]([CH2:7][CH:8]=[C:9]([CH3:11])[CH3:10])[CH2:5][CH2:4][O:3]1)[CH3:13] |f:2.3|. Procedure details: 8.5 g (0.1 mol) of 2-methyloxazoline and 14.9 g (0.1 mol) of prenyl bromide were stirred in 50 ml of n-hexane at 40° C. for 1 hour, whereupon a suspension formed, which, after adding 0.11 mol of a sodium ethylate solution in ethanol, was again stirred at 40° C. for 1 hour. The solution was filtered, the filtrate was concentrated on a rotary evaporator and the residue was distilled using an oil pump. 12.3 g (0.062 mol, 62%) of 2-ethoxy-2-methyl-3-(3-methyl-2-butenyl)-oxazolidine were isolated at ... Starting materials: [Si](C)(C)(C(C)(C)C)O[C@H](C)[C@@H]1[C@@H]2N(C(=C([C@@H]2C)S(=O)(=O)C2=CC=CC=C2)C(=O)OCC2=CC=C(C=C2)[N+](=O)[O-])C1=O (4-nitrobenzyl (1R, 5S,6S)-6-[1(R)-t-butyldimethylsilyloxyethyl]-1-methyl-2-phenylsulfonyl-1-carbapen-2-em-3-carboxylate), [N+](=O)([O-])C1=CC=C(COC(=O)NCCS)C=C1 (2-(4-nitrobenzyloxycarbonyl)aminoethylmercaptan). The product is [Si](C)(C)(C(C)(C)C)O[C@H](C)[C@@H]1[C@@H]2N(C(=C([C@@H]2C)SCCNC(=O)OCC2=CC=C(C=C2)[N+](=O)[O-])C(=O)OCC2=CC=C(C=C2)[N+](=O)[O-])C1=O (4-Nitrobenzyl (1R, 5S,6S)-6-[1(R)-t-butyldimethylsilyloxyethyl]-1-methyl-2-[2-(4-nitrobenzyloxycarbonyl)aminoethylthio]-1-carbapen-2-em-3-carboxylate). Isolated yield 86.0%. Reaction SMILES: [Si:1]([O:8][C@@H:9]([C@H:11]1[C:40](=[O:41])[N:13]2[C:14]([C:27]([O:29][CH2:30][C:31]3[CH:36]=[CH:35][C:34]([N+:37]([O-:39])=[O:38])=[CH:33][CH:32]=3)=[O:28])=[C:15]([S:18](C3C=CC=CC=3)(=O)=O)[C@H:16]([CH3:17])[C@H:12]12)[CH3:10])([C:4]([CH3:7])([CH3:6])[CH3:5])([CH3:3])[CH3:2].[N+:42]([C:45]1[CH:58]=[CH:57][C:48]([CH2:49][O:50][C:51]([NH:53][CH2:54][CH2:55]S)=[O:52])=[CH:47][CH:46]=1)([O-:44])=[O:43]>>[Si:1]([O:8][C@@H:9]([C@H:11]1[C:40](=[O:41])[N:13]2[C:14]([C:27]([O:29][CH2:30][C:31]3[CH:36]=[CH:35][C:34]([N+:37]([O-:39])=[O:38])=[CH:33][CH:32]=3)=[O:28])=[C:15]([S:18][CH2:55][CH2:54][NH:53][C:51]([O:50][CH2:49][C:48]3[CH:57]=[CH:58][C:45]([N+:42]([O-:44])=[O:43])=[CH:46][CH:47]=3)=[O:52])[C@H:16]([CH3:17])[C@H:12]12)[CH3:10])([C:4]([CH3:6])([CH3:5])[CH3:7])([CH3:3])[CH3:2]. Procedure: Following a procedure similar to than described in Example 19(c), but using 4-nitrobenzyl (1R, 5S,6S)-6-[1(R)-t-butyldimethylsilyloxyethyl]-1-methyl-2-phenylsulfonyl-1-carbapen-2-em-3-carboxylate (prepared as described in Preparation 46)and 2-(4-nitrobenzyloxycarbonyl)aminoethylmercaptan as starting materials, in relative proportions similar to those used in that Example, the title compound was obtained in a yield of 86%. Starting materials: ClN1C([C@H](C[C@@H]1C1=CC(=C(C(=C1)OC)OC)OC)C1=CC=NC=C1)(C)C (4-[trans-1-chloro-2,2-dimethyl-5-(3,4,5-trimethoxyphenyl)-3-pyrrolidinyl]-pyridine), C[O-].[Na+] (sodium methylate). The solvent is O (water). Yields the product CC1(C(CC(=N1)C1=CC(=C(C(=C1)OC)OC)OC)C1=CC=NC=C1)C (4-(5,5-dimethyl-2-(3,4,5-trimethoxyphenyl)-1-pyrrolin-4-yl)-pyridine). Reaction SMILES: Cl[N:2]1[C@@H:6]([C:7]2[CH:12]=[C:11]([O:13][CH3:14])[C:10]([O:15][CH3:16])=[C:9]([O:17][CH3:18])[CH:8]=2)[CH2:5][C@H:4]([C:19]2[CH:24]=[CH:23][N:22]=[CH:21][CH:20]=2)[C:3]1([CH3:26])[CH3:25].C[O-].[Na+]>O>[CH3:25][C:3]1([CH3:26])[N:2]=[C:6]([C:7]2[CH:8]=[C:9]([O:17][CH3:18])[C:10]([O:15][CH3:16])=[C:11]([O:13][CH3:14])[CH:12]=2)[CH2:5][CH:4]1[C:19]1[CH:20]=[CH:21][N:22]=[CH:23][CH:24]=1 |f:1.2|. Reported procedure: 9.8 G. of 4-[trans-1-chloro-2,2-dimethyl-5-(3,4,5-trimethoxyphenyl)-3-pyrrolidinyl]-pyridine are treated with 52 ml. of sodium methylate solution (10 g. of sodium per 100 ml. of methanol) and heated at 50° C. for 3 hours. Then the reaction mixture is treated with water and extracted three times with ethyl acetate. The organic phase is washed with water, dried over sodium sulfate and evaporated under reduced pressure. The residue is crystallized with ethyl acetate/isopropyl ether to yield 4-(5,5-...